Dataset: the Open Reaction Database (ORD), a public repository of structured organic reaction records. Task: describe an organic reaction: reactants, conditions, products, and yield Yields the product C(#N)C1=C(C(=C(C2=C1N=C(O2)C(C(=O)OCC2=CC=CC=C2)(C)C)F)C2=CC=CC=C2)C (Benzyl 2-(4-cyano-7-fluoro-5-methyl-6-phenylbenzoxazol-2-yl)-2-methylpropionate). The yield is 856.5%. The reactants are CC(C(=O)OC=1C(=C(C(=C(C1N)C#N)C)C1=CC=CC=C1)F)(C(=O)[O-])C (4-amino-5-cyano-2-fluoro-6-methylbiphenyl-3-yl 2,2-dimethylmalonate), O.C1(=CC=C(C=C1)S(=O)(=O)O)C (p-toluenesulfonic acid monohydrate), C1(=CC=CC=C1)C (toluene). The solvent is C(C)(=O)OCC (ethyl acetate). Reported procedure: A mixture of 4-amino-5-cyano-2-fluoro-6-methylbiphenyl-3-yl 2,2-dimethylmalonate (I-63) (500 mg, 1.12 mmol), p-toluenesulfonic acid monohydrate (21 mg, 0.112 mmol) and toluene (20 ml) was heated under reflux for 2 hours. After cooling, the reaction liquid was diluted with ethyl acetate, successively washed with an aqueous saturated sodium hydrogencarbonate solution and saturated brine, dried on anhydrous magnesium sulfate, then the solvent was evaporated away to obtain a pale brown residue. The ... As a reaction SMILES: [CH3:1][C:2]([CH3:26])([C:23]([O-:25])=[O:24])[C:3]([O:5][C:6]1[C:7]([F:22])=[C:8]([C:16]2[CH:21]=[CH:20][CH:19]=[CH:18][CH:17]=2)[C:9]([CH3:15])=[C:10]([C:13]#[N:14])[C:11]=1[NH2:12])=O.O.[C:28]1([CH3:38])[CH:33]=[CH:32][C:31](S(O)(=O)=O)=[CH:30][CH:29]=1.C1(C)C=CC=CC=1>C(OCC)(=O)C>[C:13]([C:10]1[C:11]2[N:12]=[C:3]([C:2]([CH3:26])([CH3:1])[C:23]([O:25][CH2:38][C:28]3[CH:33]=[CH:32][CH:31]=[CH:30][CH:29]=3)=[O:24])[O:5][C:6]=2[C:7]([F:22])=[C:8]([C:16]2[CH:17]=[CH:18][CH:19]=[CH:20][CH:21]=2)[C:9]=1[CH3:15])#[N:14] |f:1.2|.